Task: describe an organic reaction: reactants, conditions, products, and yield. Dataset: the Open Reaction Database (ORD), a public repository of structured organic reaction records Starting materials: COc1cc(F)c(C(=O)c2ccc(Br)cc2)cc1F, Br, CC(=O)O. Product: O=C(c1ccc(Br)cc1)c1cc(F)c(O)cc1F. Reaction SMILES: [Br:1][c:2]1[cH:3][cH:4][c:5]([C:8](=[O:9])[c:10]2[c:11]([F:19])[cH:12][c:13]([O:17][CH3:18])[c:14]([F:16])[cH:15]2)[cH:6][cH:7]1.[BrH:24].[CH3:20][C:21](=[O:22])[OH:23]>>[Br:1][c:2]1[cH:3][cH:4][c:5]([C:8](=[O:9])[c:10]2[c:11]([F:19])[cH:12][c:13]([OH:17])[c:14]([F:16])[cH:15]2)[cH:6][cH:7]1. Starting materials: COC1=CC=C(C=N1)CC1=CC=C(C=C1)N (4-(6-methoxy-pyridin-3-ylmethyl)-phenylamine), CC1=CC=C(C=C1)N=C=O (4-methyl-phenyl-isocyanate). The solvent is C1CCOC1 (THF). Yields the product COC1=CC=C(C=N1)CC1=CC=C(C=C1)NC(=O)NC1=CC=C(C=C1)C (N-(4-(6-Methoxy-pyridin-3-ylmethyl)-phenyl)-N′-(4-methyl-phenyl)-urea). Reaction SMILES: [CH3:1][O:2][C:3]1[N:8]=[CH:7][C:6]([CH2:9][C:10]2[CH:15]=[CH:14][C:13]([NH2:16])=[CH:12][CH:11]=2)=[CH:5][CH:4]=1.[CH3:17][C:18]1[CH:23]=[CH:22][C:21]([N:24]=[C:25]=[O:26])=[CH:20][CH:19]=1>C1COCC1>[CH3:1][O:2][C:3]1[N:8]=[CH:7][C:6]([CH2:9][C:10]2[CH:11]=[CH:12][C:13]([NH:16][C:25]([NH:24][C:21]3[CH:22]=[CH:23][C:18]([CH3:17])=[CH:19][CH:20]=3)=[O:26])=[CH:14][CH:15]=2)=[CH:5][CH:4]=1. Procedure details: The title compound is prepared from 4-(6-methoxy-pyridin-3-ylmethyl)-phenylamine (Stage 95.1; 300 mg, 1.40 mmol) and 4-methyl-phenyl-isocyanate (0.35 ml, 2.8 mmol) in THF (11 ml) analogously to Example 89: 1H-NMR (DMSO-d6): 8.68 (s, 2 HN), 8.02 (d, 1H), 7.49 (dd, 1H), 7.33 (d, 2H), 7.29 (d, 2H), 7.09 (d, 2H), 7.03 (d, 2H), 6.70 (d, 1H), 3.79 (2s, 5H), 2.21 (s, 3H). Starting materials: C(CCC)C1=CC(=NC=C1)C(=O)O (4-n-butyl-2-pyridinecarboxylic acid), N,N'-carbonyldiimidazole, NC1=NN=NN1 (5-aminotetrazole). The product is N1N=NN=C1NC(=O)C1=NC=CC(=C1)CCCC (N-(5-tetrazolyl)-4-n-butyl-2-pyridinecarboxamide). Yield: 63.0%. As a reaction SMILES: [CH2:1]([C:5]1[CH:10]=[CH:9][N:8]=[C:7]([C:11]([OH:13])=O)[CH:6]=1)[CH2:2][CH2:3][CH3:4].[NH2:14][C:15]1[NH:19][N:18]=[N:17][N:16]=1>>[NH:16]1[C:15]([NH:14][C:11]([C:7]2[CH:6]=[C:5]([CH2:1][CH2:2][CH2:3][CH3:4])[CH:10]=[CH:9][N:8]=2)=[O:13])=[N:19][N:18]=[N:17]1. Procedure: 0.52 g of 4-n-butyl-2-pyridinecarboxylic acid, 0.48 g of N,N'-carbonyldiimidazole and 0.27 g of 5-aminotetrazole are treated in the same manner as described in Example 2. The crude product thus obtained is recrystallized from a mixture of dimethylformamide, water and ethanol, whereby 0.45 g of N-(5-tetrazolyl)-4-n-butyl-2-pyridinecarboxamide is obtained. Starting materials: C1=NC2=C(N1COCCO)N=C(N=C2O)N (acyclovir), [H-].[Na+] (sodium hydride), N (ammonia), BrCC(=O)C1=CC=C(C=C1)Br (2,4′-dibromo-acetophenone). The solvent is CN(C)C=O (DMF). Run at time 3 hour. Product: OCCOCN1C=NC=2C(N3C=C(NC3=NC12)C1=CC=C(C=C1)Br)=O (3-(2-hydroxy-ethoxymethyl)-6-(4-bromophenyl)-3,5-dihydro-1,3,4,5,7a-pentaaza-s-indacen-8-one). Isolated yield 53.0%. As a reaction SMILES: [CH:1]1[N:5]([CH2:6][O:7][CH2:8][CH2:9][OH:10])[C:4]2[N:11]=[C:12]([NH2:16])[N:13]=[C:14]([OH:15])[C:3]=2[N:2]=1.[H-].[Na+].Br[CH2:20][C:21]([C:23]1[CH:28]=[CH:27][C:26]([Br:29])=[CH:25][CH:24]=1)=O.N>CN(C=O)C>[OH:10][CH2:9][CH2:8][O:7][CH2:6][N:5]1[C:4]2[N:11]=[C:12]3[N:13]([CH:20]=[C:21]([C:23]4[CH:28]=[CH:27][C:26]([Br:29])=[CH:25][CH:24]=4)[NH:16]3)[C:14](=[O:15])[C:3]=2[N:2]=[CH:1]1 |f:1.2|. Procedure: A solution of 2.7 g acyclovir, 70 mL DMF, and 800 mg sodium hydride (80%) was stirred at room temperature for 15 min, then 4 g 2,4′-dibromo-acetophenone was added into the solution. The solution was stirred at room temperature for 3 hr, added 15 mL ammonia, and was continuously stirred overnight. The solvent was removed to obtain a residue, which was washed with 50 mL of water and acetone to produce a product, 3-(2-hydroxy-ethoxymethyl)-6-(4-bromophenyl)-3,5-dihydro-1,3,4,5,7a-pentaaza-s-indacen... The reactants are CCO, [K+], Oc1cccc(CN2CCCCC2)c1, CC(=O)NCCCBr, [OH-]. Yields the product CC(=O)NCCCOc1cccc(CN2CCCCC2)c1. Reaction SMILES: [CH3:25][CH2:26][OH:27].[K+:16].[N:1]1([CH2:7][c:8]2[cH:9][c:10]([OH:14])[cH:11][cH:12][cH:13]2)[CH2:2][CH2:3][CH2:4][CH2:5][CH2:6]1.[NH:17]([C:18](=[O:19])[CH3:20])[CH2:21][CH2:22][CH2:23][Br:24].[OH-:15]>>[N:1]1([CH2:7][c:8]2[cH:9][c:10]([O:14][CH2:23][CH2:22][CH2:21][NH:17][C:18](=[O:19])[CH3:20])[cH:11][cH:12][cH:13]2)[CH2:2][CH2:3][CH2:4][CH2:5][CH2:6]1. The reactants are OC1=CC(OC(=C1)C)=O (4-hydroxy-6-methyl-2-pyrone), C(C=C)N (Allylamine). The solvent is O (water). Conditions: temperature 100 celsius, time 2 hour. Yields the product C(C=C)N1C(C=C(C=C1C)O)=O (1-allyl-4-hydroxy-6-methylpyridin-2(1H)-one). The yield is 68.1%. RXN SMILES: [OH:1][C:2]1[CH:7]=[C:6]([CH3:8])O[C:4](=[O:9])[CH:3]=1.[CH2:10]([NH2:13])[CH:11]=[CH2:12]>O>[CH2:10]([N:13]1[C:6]([CH3:8])=[CH:7][C:2]([OH:1])=[CH:3][C:4]1=[O:9])[CH:11]=[CH2:12]. Reported procedure: 4-hydroxy-6-methyl-2-pyrone (2 g, 16 mmol) was stirred in water (25 mL). Allylamine (1.2 ml, 16 mmol) was added to the reaction. The reaction was then heated to 100° C. at which point the reaction became homogeneous. The reaction was stirred at 100° C. for 2 h. The reaction was then allowed to cool to rt after which a white precipitate formed. The precipitate was isolated by suction filtration. After additional washing with water, 1.8 g (69%) of an off-white solid was obtained. The reactants are C[C@H]1[C@H](CCCC1)N1C(NC=2C1=C1C(=NC2)NC=C1)=O (1-[(1S,2R)-2-methylcyclohexyl]-3,6-dihydroimidazo[4,5-d]pyrrolo[2,3-b]pyridin-2(1H)-one), N,N-dimethylmethyleneiminium iodide, C[N+](=C)C.[I-] (Eschenmoser's salt). Solvent: CCOC(=O)C (EtOAc), CN(C=O)C (N,N-dimethylformamide). Reaction conditions: temperature 85 celsius, time 1.5 hour. Yields the product CN(C)CC1=CNC2=NC=C3C(=C21)N(C(N3)=O)[C@@H]3[C@@H](CCCC3)C (8-[(dimethylamino)methyl]-1-[(1S,2R)-2-methylcyclohexyl]-3,6-dihydroimidazo[4,5-d]pyrrolo[2,3-b]pyridin-2(1H)-one). Isolated yield 53.3%. RXN SMILES: [CH3:1][C@@H:2]1[CH2:7][CH2:6][CH2:5][CH2:4][C@@H:3]1[N:8]1[C:12]2=[C:13]3[CH:19]=[CH:18][NH:17][C:14]3=[N:15][CH:16]=[C:11]2[NH:10][C:9]1=[O:20].[CH3:21][N+:22]([CH3:24])=[CH2:23].[I-]>CN(C)C=O.CCOC(C)=O>[CH3:21][N:22]([CH2:24][C:19]1[C:13]2[C:14](=[N:15][CH:16]=[C:11]3[NH:10][C:9](=[O:20])[N:8]([C@H:3]4[CH2:4][CH2:5][CH2:6][CH2:7][C@H:2]4[CH3:1])[C:12]3=2)[NH:17][CH:18]=1)[CH3:23] |f:1.2|. Procedure: To a solution of 1-[(1S,2R)-2-methylcyclohexyl]-3,6-dihydroimidazo[4,5-d]pyrrolo[2,3-b]pyridin-2(1H)-one (30 mg, 0.111 mmol) in N,N-dimethylformamide (0.6 mL) was added N,N-dimethylmethyleneiminium iodide (26.7 mg), and stirred at 85° C. for 1.5 hours. To the mixture was added Eschenmoser's salt (12.3 mg), and stirred at 80° C. for 30 minutes. The mixture was diluted with EtOAc, washed with saturated aqueous sodium hydrogencarbonate, 10% NaCl solution (×5), and brine, dried over MgSO4, evaporate... Reactants: COC(=O)[C@H](CN1C(NC2(C1=O)CCN(CC2)C(=O)OC(C)(C)C)=O)NC(C2=CC=CC=C2)(C2=CC=CC=C2)C2=CC=CC=C2 (tert-Butyl 3-[2-methoxycarbonyl-(2S)-(tritylamino)ethyl]-2,4dioxo-1,3,8-triazaspiro[4.5]decane-8-carboxylate), ClCCl.CO.FC(C(=O)O)(F)F (dichloromethane methanol trifluoroacetic acid). Product: N[C@@H](CN1C(N(C2(C1=O)CCNCC2)C(=O)OC(C)(C)C)=O)C(=O)OC (tert-Butyl 3-((2S)-amino-2-methoxycarbonylethyl)-2,4 -dioxo-1,3,8-triazaspiro[4.5]decane-carboxylate). Yield: 87.0%. Reaction SMILES: [CH3:1][O:2][C:3]([C@@H:5]([NH:26]C(C1C=CC=CC=1)(C1C=CC=CC=1)C1C=CC=CC=1)[CH2:6][N:7]1[C:11](=[O:12])[C:10]2([CH2:17][CH2:16][N:15](C(OC(C)(C)C)=O)[CH2:14][CH2:13]2)[NH:9][C:8]1=[O:25])=[O:4].ClCCl.CO.FC(F)(F)[C:53]([OH:55])=[O:54]>>[NH2:26][C@H:5]([C:3]([O:2][CH3:1])=[O:4])[CH2:6][N:7]1[C:11](=[O:12])[C:10]2([CH2:13][CH2:14][NH:15][CH2:16][CH2:17]2)[N:9]([C:53]([O:55][C:10]([CH3:17])([CH3:13])[CH3:11])=[O:54])[C:8]1=[O:25] |f:1.2.3|. Reported procedure: A solution of 4.6 g (7.5 mmol) of (34.4) in 180 ml of dichloromethane/methanol/trifluoroacetic acid=95.5/3/1.5 is stirred at room temperature for 10 min. The reaction mixture is concentrated and the residue is chromatographed through silica gel. 3.14 g (87%) of (34.5) are obtained after concentrating the product fractions. The reactants are O=C(CCC(=O)OC)C1=CC2=C(NC=N2)C=C1 (methyl γ-oxo-1H-benzimidazol-5-butanoate), [OH-].[Li+] (lithium hydroxide), O (water). Solvent: O1CCCC1 (tetrahydrofuran). The product is O=C(CCC(=O)O)C1=CC2=C(NC=N2)C=C1 (γ-oxo-1H-benzimidazol-5-butanoic acid). The yield is 78.0%. As a reaction SMILES: [O:1]=[C:2]([C:9]1[CH:17]=[CH:16][C:12]2[NH:13][CH:14]=[N:15][C:11]=2[CH:10]=1)[CH2:3][CH2:4][C:5]([O:7]C)=[O:6].[OH-].[Li+].O>O1CCCC1>[O:1]=[C:2]([C:9]1[CH:17]=[CH:16][C:12]2[NH:13][CH:14]=[N:15][C:11]=2[CH:10]=1)[CH2:3][CH2:4][C:5]([OH:7])=[O:6] |f:1.2|. Procedure: Prepared analogously to Example 5 from methyl γ-oxo-1H-benzimidazol-5-butanoate, lithium hydroxide and water in the presence of tetrahydrofuran in a yield of 78% of theoretical. Colourless crystals, m.p. 251–255° C. (decomp.). The reactants are Cc1ccccc1, O=C(Cl)C1CCCCC1, NC(Cc1ccccc1[N+](=O)[O-])c1ccccc1, c1ccncc1. Yields the product O=C(NC(Cc1ccccc1[N+](=O)[O-])c1ccccc1)C1CCCCC1. Reaction SMILES: [CH3:28][c:29]1[cH:30][cH:31][cH:32][cH:33][cH:34]1.[CH:19]1([C:25](=[O:26])[Cl:27])[CH2:20][CH2:21][CH2:22][CH2:23][CH2:24]1.[N+:1](=[O:2])([O-:3])[c:4]1[c:5]([CH2:6][CH:7]([c:8]2[cH:9][cH:10][cH:11][cH:12][cH:13]2)[NH2:14])[cH:15][cH:16][cH:17][cH:18]1.[cH:35]1[cH:36][cH:37][n:38][cH:39][cH:40]1>>[N+:1](=[O:2])([O-:3])[c:4]1[c:5]([CH2:6][CH:7]([c:8]2[cH:9][cH:10][cH:11][cH:12][cH:13]2)[NH:14][C:25]([CH:19]2[CH2:20][CH2:21][CH2:22][CH2:23][CH2:24]2)=[O:26])[cH:15][cH:16][cH:17][cH:18]1.